The task is: describe an organic reaction: reactants, conditions, products, and yield. This data is from the Open Reaction Database (ORD), a public repository of structured organic reaction records. The reactants are ClC1=CC(=C(N=N1)C(=O)N)NC1=NC(=C(C=C1)F)C (6-chloro-4-(5-fluoro-6-methylpyridin-2-ylamino) pyridazine-3-carboxamide), N[C@H]1[C@H](CCCC1)NC(OC(C)(C)C)=O (tert-butyl (1S,2R)-2-aminocyclohexylcarbamate), N#N (N2). The reagents and catalysts are CN(C)C=1C=CN=CC1 (DMAP). Solvent: CN1C(CCC1)=O (N-methyl-2-pyrrolidinone). Conditions: temperature 150 celsius. Yields the product C(N)(=O)C1=C(C=C(N=N1)N[C@H]1[C@H](CCCC1)NC(OC(C)(C)C)=O)NC1=NC(=C(C=C1)F)C (tert-butyl (1S,2R)-2-(6-carbamoyl-5-(5-fluoro-6-methylpyridin-2-ylamino)pyridazin-3-ylamino)cyclohexylcarbamate). Isolated yield 46.1%. Reaction SMILES: Cl[C:2]1[N:7]=[N:6][C:5]([C:8]([NH2:10])=[O:9])=[C:4]([NH:11][C:12]2[CH:17]=[CH:16][C:15]([F:18])=[C:14]([CH3:19])[N:13]=2)[CH:3]=1.[NH2:20][C@@H:21]1[CH2:26][CH2:25][CH2:24][CH2:23][C@@H:22]1[NH:27][C:28](=[O:34])[O:29][C:30]([CH3:33])([CH3:32])[CH3:31].N#N>CN1CCCC1=O.CN(C1C=CN=CC=1)C>[C:8]([C:5]1[N:6]=[N:7][C:2]([NH:20][C@@H:21]2[CH2:26][CH2:25][CH2:24][CH2:23][C@@H:22]2[NH:27][C:28](=[O:34])[O:29][C:30]([CH3:32])([CH3:31])[CH3:33])=[CH:3][C:4]=1[NH:11][C:12]1[CH:17]=[CH:16][C:15]([F:18])=[C:14]([CH3:19])[N:13]=1)(=[O:9])[NH2:10]. Procedure: To a solution of 6-chloro-4-(5-fluoro-6-methylpyridin-2-ylamino) pyridazine-3-carboxamide (109 mg, 387 μmol) in N-methyl-2-pyrrolidinone (2.4 mL) was added DMAP (50.7 mg, 406 μmol) and tert-butyl (1S,2R)-2-aminocyclohexylcarbamate (166 mg, 774 μmol) and the mixture was heated to 150° C. for 1.5 d. A steam of N2 was blown into the mixture while still heating at 140° C. to evaporate the NMP, then the reaction mixture was purified by chromatography (silica, 50 μm, 40 g, Analogix, 97:2.75:0.15 to 84... The reactants are OC=1C(=NN(C1C1=CC=C(C=C1)C(F)(F)F)C)C(C)=O (1-[4-Hydroxy-1-methyl-5-(4-trifluoromethylphenyl)-1H-pyrazol-3-yl]ethanone), N1=C(C=CC=C1)CNC(=O)C=1SC(=CC1)C(=O)NN (5-hydrazinocarbonylthiophene-2-carboxylic acid 2-picolylamide). The solvent is CS(=O)C (dimethyl sulfoxide). The product is N1=C(C=CC=C1)CNC(=O)C=1SC(=CC1)C(=O)NN=C(C)C1=NN(C(=C1O)C1=CC=C(C=C1)C(F)(F)F)C (5-{1-[4-Hydroxy-1-methyl-5-(4-trifluoromethylphenyl)-1H-pyrazol-3-yl]ethylidenehydrazinocarbonyl}thiophene-2-carboxylic acid 2-picolylamide). Isolated yield 80.9%. RXN SMILES: [OH:1][C:2]1[C:3]([C:18](=O)[CH3:19])=[N:4][N:5]([CH3:17])[C:6]=1[C:7]1[CH:12]=[CH:11][C:10]([C:13]([F:16])([F:15])[F:14])=[CH:9][CH:8]=1.[N:21]1[CH:26]=[CH:25][CH:24]=[CH:23][C:22]=1[CH2:27][NH:28][C:29]([C:31]1[S:32][C:33]([C:36]([NH:38][NH2:39])=[O:37])=[CH:34][CH:35]=1)=[O:30]>CS(C)=O>[N:21]1[CH:26]=[CH:25][CH:24]=[CH:23][C:22]=1[CH2:27][NH:28][C:29]([C:31]1[S:32][C:33]([C:36]([NH:38][N:39]=[C:18]([C:3]2[C:2]([OH:1])=[C:6]([C:7]3[CH:12]=[CH:11][C:10]([C:13]([F:16])([F:15])[F:14])=[CH:9][CH:8]=3)[N:5]([CH3:17])[N:4]=2)[CH3:19])=[O:37])=[CH:34][CH:35]=1)=[O:30]. Procedure details: 1-[4-Hydroxy-1-methyl-5-(4-trifluoromethylphenyl)-1H-pyrazol-3-yl]ethanone (50 mg, 0.18 mmol) in dimethyl sulfoxide (1.0 mL) was heated with 5-hydrazinocarbonylthiophene-2-carboxylic acid 2-picolylamide (58 mg, 0.21 mmol) prepared in Reference Synthetic Example 2 at 110° C. for 21 hours. The solvent was evaporated, and the residue was washed with water and chloroform to give 79 mg of the desired product (yield 83%). The reactants are NC1=NC=C(C=C1C1=CC(=C(C(=O)OC)C=C1)F)C=1C(=NN(C1)C(F)F)C (methyl 4-(2-amino-5-(1-(difluoromethyl)-3-methyl-1H-pyrazol-4-yl)pyridin-3-yl)-2-fluorobenzoate), [Li+].[OH-] (LiOH), Cl (HCl). The solvent is C1CCOC1 (THF), CO (MeOH). Product: NC1=NC=C(C=C1C1=CC(=C(C(=O)O)C=C1)F)C=1C(=NN(C1)C(F)F)C (4-(2-amino-5-(1-(difluoromethyl)-3-methyl-1H-pyrazol-4-yl)pyridin-3-yl)-2-fluorobenzoic acid). Isolated yield 88.0%. As a reaction SMILES: [NH2:1][C:2]1[C:7]([C:8]2[CH:17]=[CH:16][C:11]([C:12]([O:14]C)=[O:13])=[C:10]([F:18])[CH:9]=2)=[CH:6][C:5]([C:19]2[C:20]([CH3:27])=[N:21][N:22]([CH:24]([F:26])[F:25])[CH:23]=2)=[CH:4][N:3]=1.[Li+].[OH-].Cl>C1COCC1.CO>[NH2:1][C:2]1[C:7]([C:8]2[CH:17]=[CH:16][C:11]([C:12]([OH:14])=[O:13])=[C:10]([F:18])[CH:9]=2)=[CH:6][C:5]([C:19]2[C:20]([CH3:27])=[N:21][N:22]([CH:24]([F:26])[F:25])[CH:23]=2)=[CH:4][N:3]=1 |f:1.2|. Procedure: To a solution of methyl 4-(2-amino-5-(1-(difluoromethyl)-3-methyl-1H-pyrazol-4-yl)pyridin-3-yl)-2-fluorobenzoate (352 mg, 0.935 mmol) in THF (6236 μL) and MeOH (3118 μL) was added LiOH (1 M solution) (1684 μL, 1.684 mmol). The reaction mixture was stirred at room temperature. To the reaction mixture, 1 N HCl was added up to pH 5. The reaction mixture was extracted with EtOAc. The organic layer was dried over anhydrous sodium sulfate, filtered off, and concentrated in vacuo to provide crude 4-(2-... The reactants are Cl.C(C1=CN=CC=C1)(=O)Cl (Nicotinoyl chloride hydrochloride), FC1=C2C(=NC=C1F)NC=C2N (4,5-difluoro-1H-pyrrolo[2,3-b]pyridin-3-amine). Run in N1=CC=CC=C1 (pyridine). Reaction conditions: time 10 minute. The product is FC1=C2C(=NC=C1F)NC=C2NC(C2=CN=CC=C2)=O (N-(4,5-difluoro-1H-pyrrolo[2,3-b]pyridin-3-yl)nicotinamide). Isolated yield 92.6%. RXN SMILES: Cl.[C:2](Cl)(=[O:9])[C:3]1[CH:8]=[CH:7][CH:6]=[N:5][CH:4]=1.[F:11][C:12]1[C:17]([F:18])=[CH:16][N:15]=[C:14]2[NH:19][CH:20]=[C:21]([NH2:22])[C:13]=12>N1C=CC=CC=1>[F:11][C:12]1[C:17]([F:18])=[CH:16][N:15]=[C:14]2[NH:19][CH:20]=[C:21]([NH:22][C:2](=[O:9])[C:3]3[CH:8]=[CH:7][CH:6]=[N:5][CH:4]=3)[C:13]=12 |f:0.1|. Procedure: Nicotinoyl chloride hydrochloride (0.70 g, 3.90 mmol) was added to 4,5-difluoro-1H-pyrrolo[2,3-b]pyridin-3-amine (0.22 g, 1.30 mmol) in pyridine (5 mL). The reaction was stirred at room temperature for 10 minutes, and then the pyridine was removed. THF (5 mL) and 2N LiOH (3 mL) were added, and the reaction was stirred for 20 minutes. The THF was removed, and water (20 mL) was added. The solid formed was collected by filtration and dried to give N-(4,5-difluoro-1H-pyrrolo[2,3-b]pyridin-3-yl)nicot... Procedure: prepared by reaction of 2-[1-(3,4-dimethoxy-benzyl)-8-hydroxy-5-methoxy-3,4-dihydro-1H-isoquinolin-2-yl]-N-(pyridin-2-yl-methyl)-acetamide with 1-bromo-2-fluoro-ethane Reaction SMILES: [CH3:1][O:2][C:3]1[CH:4]=[C:5]([CH:31]=[CH:32][C:33]=1[O:34][CH3:35])[CH2:6][CH:7]1[C:16]2[C:11](=[C:12]([O:18][CH3:19])[CH:13]=[CH:14][C:15]=2[OH:17])[CH2:10][CH2:9][N:8]1[CH2:20][C:21]([NH:23][CH2:24][C:25]1[CH:30]=[CH:29][CH:28]=[CH:27][N:26]=1)=[O:22].Br[CH2:37][CH2:38][F:39]>>[CH3:1][O:2][C:3]1[CH:4]=[C:5]([CH:31]=[CH:32][C:33]=1[O:34][CH3:35])[CH2:6][CH:7]1[C:16]2[C:11](=[C:12]([O:18][CH3:19])[CH:13]=[CH:14][C:15]=2[O:17][CH2:37][CH2:38][F:39])[CH2:10][CH2:9][N:8]1[CH2:20][C:21]([NH:23][CH2:24][C:25]1[CH:30]=[CH:29][CH:28]=[CH:27][N:26]=1)=[O:22]. Starting materials: COC=1C=C(CC2N(CCC3=C(C=CC(=C23)O)OC)CC(=O)NCC2=NC=CC=C2)C=CC1OC (2-[1-(3,4-dimethoxy-benzyl)-8-hydroxy-5-methoxy-3,4-dihydro-1H-isoquinolin-2-yl]-N-(pyridin-2-yl-methyl)-acetamide), BrCCF (1-bromo-2-fluoro-ethane). Product: COC=1C=C(CC2N(CCC3=C(C=CC(=C23)OCCF)OC)CC(=O)NCC2=NC=CC=C2)C=CC1OC (2-[1-(3,4-dimethoxy-benzyl)-8-(2-fluoro-ethoxy)-5-methoxy-3,4-dihydro-1H-isoquinolin-2-yl]-N-(pyridin-2-yl-methyl)-acetamide).